From a dataset of the Open Reaction Database (ORD), a public repository of structured organic reaction records. describe an organic reaction: reactants, conditions, products, and yield Isolated yield 13.8%. Reaction SMILES: [NH2:1][C:2]1[C:7](=[O:8])[N:6]([CH2:9][C:10]([NH:12][CH:13]([CH:20]([CH3:22])[CH3:21])[C:14](=[O:19])[C:15]([F:18])([F:17])[F:16])=[O:11])[C:5]([C:23]2[CH:28]=[CH:27][CH:26]=[CH:25][CH:24]=2)=[N:4][CH:3]=1.ClS([N:33]=[C:34]=[O:35])(=O)=O.C(=O)([O-])[O-].[Na+].[Na+]>O1CCCC1.C(OCC)(=O)C>[O:8]=[C:7]1[N:6]([CH2:9][C:10]([NH:12][CH:13]([CH:20]([CH3:22])[CH3:21])[C:14](=[O:19])[C:15]([F:16])([F:18])[F:17])=[O:11])[C:5]([C:23]2[CH:24]=[CH:25][CH:26]=[CH:27][CH:28]=2)=[N:4][CH:3]=[C:2]1[NH:1][C:34]([NH2:33])=[O:35] |f:2.3.4|. Reactants: ClS(=O)(=O)N=C=O (chlorosulfonyl isocyanate), NC1=CN=C(N(C1=O)CC(=O)NC(C(C(F)(F)F)=O)C(C)C)C1=CC=CC=C1 (2-(5-amino-6-oxo-2-phenyl-1,6-dihydro-1-pyrimidinyl)-N-(3,3,3-trifluoro-1-isopropyl-2-oxopropyl)acetamide), C([O-])([O-])=O.[Na+].[Na+] (sodium carbonate). Conditions: time 45 minute. Solvent: C(C)(=O)OCC (ethyl acetate), O1CCCC1 (tetrahydrofuran). Yields the product O=C1C(=CN=C(N1CC(=O)NC(C(C(F)(F)F)=O)C(C)C)C1=CC=CC=C1)NC(=O)N (2-(6-Oxo-2-phenyl-5-ureido-1,6-dihydro-1-pyrimidinyl)-N-(3,3,3-trifluoro-1-isopropyl-2-oxopropyl)acetamide). Procedure details: To a solution of the compound from Example 6 (0.40 g) in tetrahydrofuran (10 mL) cooled to 0° C. was added dropwise chlorosulfonyl isocyanate (0.16 g) and the mixture was stirred for 45 min. The reaction mixture was neutralized with saturated aqueous sodium carbonate solution (3 mL), diluted with ethyl acetate (10 mL), and the separated organic phase was washed (water, brine). TLC examination revealed that the major reaction product was present in the aqueous phase. Following saturation of the a...